From a dataset of the Open Reaction Database (ORD), a public repository of structured organic reaction records. describe an organic reaction: reactants, conditions, products, and yield Reactants: NN1C(C2=CC=CC=C2C(=N1)C1=CC=C(C=C1)Cl)=O (2-amino-4-(4-chlorophenyl)phthalazin-1(2H)-one), FC(C=1C=C(C=CC1)CC(=O)O)(F)F (2-[3-(trifluoromethyl)phenyl]acetic acid). The product is ClC1=CC=C(C=C1)C1=NN(C(C2=CC=CC=C12)=O)NC(CC1=CC(=CC=C1)C(F)(F)F)=O (N-[4-(4-chlorophenyl)-1-oxophthalazin-2(1H)-yl]-2-[3-(trifluoromethyl)phenyl]acetamide). RXN SMILES: [NH2:1][N:2]1[N:11]=[C:10]([C:12]2[CH:17]=[CH:16][C:15]([Cl:18])=[CH:14][CH:13]=2)[C:9]2[C:4](=[CH:5][CH:6]=[CH:7][CH:8]=2)[C:3]1=[O:19].[F:20][C:21]([F:33])([F:32])[C:22]1[CH:23]=[C:24]([CH2:28][C:29](O)=[O:30])[CH:25]=[CH:26][CH:27]=1>>[Cl:18][C:15]1[CH:16]=[CH:17][C:12]([C:10]2[C:9]3[C:4](=[CH:5][CH:6]=[CH:7][CH:8]=3)[C:3](=[O:19])[N:2]([NH:1][C:29](=[O:30])[CH2:28][C:24]3[CH:25]=[CH:26][CH:27]=[C:22]([C:21]([F:32])([F:20])[F:33])[CH:23]=3)[N:11]=2)=[CH:13][CH:14]=1. Reported procedure: The product of Example 86A and 2-[3-(trifluoromethyl)phenyl]acetic acid were treated using a method similar to that described in Example 57 to give the title compound. 1H NMR (500 MHz, DMSO-d6/Deuterium Oxide) δ ppm 8.40-8.43 (m, 1H), 7.93-8.04 (m, 2H), 7.72-7.79 (m, 2H), 7.57-7.70 (m, 7H), 3.84 (s, 2H); MS (ESI−) M/Z 456 (M−H)−.